The task is: describe an organic reaction: reactants, conditions, products, and yield. This data is from the Open Reaction Database (ORD), a public repository of structured organic reaction records. Reported procedure: 2-(Dibenzylamino)cyclobutanone is dissolved in CHCl3 (1 molar conc.) and treated dropwise with one equivalent of bromine dissolved in CHCl3 (1 molar conc.) at 0° C. After stirring the mixture for 30 minutes, evaporate the solution to obtain the desired product of this step. Run in C(Cl)(Cl)Cl (CHCl3), C(Cl)(Cl)Cl (CHCl3). Product: Br.C(C1=CC=CC=C1)N(C1C(C(C1)Br)=O)CC1=CC=CC=C1 (2-(Dibenzylamino)-4-bromocyclobutanone HBr). Starting materials: C(C1=CC=CC=C1)N(C1C(CC1)=O)CC1=CC=CC=C1 (2-(Dibenzylamino)cyclobutanone), BrBr (bromine). As a reaction SMILES: [CH2:1]([N:8]([CH2:14][C:15]1[CH:20]=[CH:19][CH:18]=[CH:17][CH:16]=1)[CH:9]1[CH2:12][CH2:11][C:10]1=[O:13])[C:2]1[CH:7]=[CH:6][CH:5]=[CH:4][CH:3]=1.[Br:21]Br>C(Cl)(Cl)Cl>[BrH:21].[CH2:14]([N:8]([CH2:1][C:2]1[CH:3]=[CH:4][CH:5]=[CH:6][CH:7]=1)[CH:9]1[CH2:12][CH:11]([Br:21])[C:10]1=[O:13])[C:15]1[CH:20]=[CH:19][CH:18]=[CH:17][CH:16]=1 |f:3.4|. Run at time 30 minute. Starting materials: CCN(C(C)C)C(C)C (DIPEA), Intermediate 64, N1=CC(=CC=C1)N1N=NC(=C1)C(=O)NCC(=O)O ([(1-pyridin-3-yl-1H-[1,2,3]triazole-4-carbonyl)-amino]-acetic acid), Intermediate 15, Cl.FC=1C=C(OC2CCNCC2)C=C(C1)C(F)(F)F (4-(3-fluoro-5-trifluoromethyl-phenoxy)-piperidine hydrochloride), C=1C=CC2=C(C1)N=NN2O (HOBt), CCN=C=NCCCN(C)C (EDCI), NC=1C=NC=CC1 (3-aminopyridine). Run in CN(C)C=O (DMF). Conditions: time 2 minute. Yields the product FC=1C=C(OC2CCN(CC2)C(CNC(=O)C=2N=NN(C2)C=2C=NC=CC2)=O)C=C(C1)C(F)(F)F (1-pyridin-3-yl-1H-[1,2,3]triazole-4-carboxylic acid {2-[4-(3-fluoro-5-trifluoromethyl-phenoxy)-piperidin-1-yl]-2-oxo-ethyl}-amide). Isolated yield 32.0%. RXN SMILES: CCN(C(C)C)C(C)C.C1C=CC2N(O)N=NC=2C=1.CCN=C=NCCCN(C)C.[N:31]1[CH:36]=[CH:35][CH:34]=[C:33]([N:37]2[CH:41]=[C:40]([C:42]([NH:44][CH2:45][C:46]([OH:48])=O)=[O:43])[N:39]=[N:38]2)[CH:32]=1.NC1C=NC=CC=1.Cl.[F:57][C:58]1[CH:59]=[C:60]([CH:68]=[C:69]([C:71]([F:74])([F:73])[F:72])[CH:70]=1)[O:61][CH:62]1[CH2:67][CH2:66][NH:65][CH2:64][CH2:63]1>CN(C=O)C>[F:57][C:58]1[CH:59]=[C:60]([CH:68]=[C:69]([C:71]([F:73])([F:72])[F:74])[CH:70]=1)[O:61][CH:62]1[CH2:63][CH2:64][N:65]([C:46](=[O:48])[CH2:45][NH:44][C:42]([C:40]2[N:39]=[N:38][N:37]([C:33]3[CH:32]=[N:31][CH:36]=[CH:35][CH:34]=3)[CH:41]=2)=[O:43])[CH2:66][CH2:67]1 |f:5.6|. Procedure details: DIPEA (97 mg, 0.75 mmol) followed by HOBt (35 mg, 0.26 mmol) and EDCI (50 mg, 0.26 mmol) were added to a stirred solution of [(1-pyridin-3-yl-1H-[1,2,3]triazole-4-carbonyl)-amino]-acetic acid (prepared by the method used for the synthesis of Intermediate 64, starting from 3-aminopyridine, and subsequently, application of Step 3 of the General Scheme) (62 mg, 0.25 mmol) in DMF (3 mL). After 2 minutes of stirring, 4-(3-fluoro-5-trifluoromethyl-phenoxy)-piperidine hydrochloride (prepared by the met... Reactants: CC(C)(C)O, [K+], N#Cc1ccc(Oc2ccc3c(c2)CCCC3=O)cc1, [OH-]. Yields the product NC(=O)c1ccc(Oc2ccc3c(c2)CCCC3=O)cc1. As a reaction SMILES: [C:23]([OH:24])([CH3:25])([CH3:26])[CH3:27].[K+:22].[O:1]=[C:2]1[c:3]2[cH:4][cH:5][c:6]([O:12][c:13]3[cH:14][cH:15][c:16]([C:17]#[N:18])[cH:19][cH:20]3)[cH:7][c:8]2[CH2:9][CH2:10][CH2:11]1.[OH-:21]>>[O:1]=[C:2]1[c:3]2[cH:4][cH:5][c:6]([O:12][c:13]3[cH:14][cH:15][c:16]([C:17]([NH2:18])=[O:21])[cH:19][cH:20]3)[cH:7][c:8]2[CH2:9][CH2:10][CH2:11]1. Reactants: CC(C)(C)[Si](C)(C)Cl, CN(C)C=O, O, O=Cc1ccc(O)cc1, c1c[nH]cn1. The product is CC(C)(C)[Si](C)(C)Oc1ccc(C=O)cc1. As a reaction SMILES: [CH3:10][C:11]([CH3:12])([CH3:13])[Si:14]([CH3:15])([CH3:16])[Cl:17].[CH3:24][N:25]([CH3:26])[CH:27]=[O:28].[OH2:23].[OH:1][c:2]1[cH:3][cH:4][c:5]([CH:6]=[O:7])[cH:8][cH:9]1.[nH:18]1[cH:19][cH:20][n:21][cH:22]1>>[O:1]([c:2]1[cH:3][cH:4][c:5]([CH:6]=[O:7])[cH:8][cH:9]1)[Si:14]([C:11]([CH3:10])([CH3:12])[CH3:13])([CH3:15])[CH3:16]. Reactants: [Al+3], [Br-], Cc1ccccc1, [H-], [H-], [H-], [H-], [Li+], c1ccc([P+]2(c3ccccc3)Cc3ccc4ccccc4c3-c3c(ccc4ccccc34)C2)cc1. Yields the product Cc1ccc2ccccc2c1-c1c(CP(c2ccccc2)c2ccccc2)ccc2ccccc12. As a reaction SMILES: [Al+3:38].[Br-:1].[CH3:43][c:44]1[cH:45][cH:46][cH:47][cH:48][cH:49]1.[H-:37].[H-:40].[H-:41].[H-:42].[Li+:39].[c:2]1([P+:8]2([c:31]3[cH:32][cH:33][cH:34][cH:35][cH:36]3)[CH2:9][c:10]3[c:11]([c:23]4[cH:24][cH:25][cH:26][cH:27][c:28]4[cH:29][cH:30]3)-[c:12]3[c:13]([cH:15][cH:16][c:17]4[cH:18][cH:19][cH:20][cH:21][c:22]34)[CH2:14]2)[cH:3][cH:4][cH:5][cH:6][cH:7]1>>[c:2]1([P:8]([CH2:9][c:10]2[c:11](-[c:12]3[c:13]([CH3:14])[cH:15][cH:16][c:17]4[cH:18][cH:19][cH:20][cH:21][c:22]34)[c:23]3[cH:24][cH:25][cH:26][cH:27][c:28]3[cH:29][cH:30]2)[c:31]2[cH:32][cH:33][cH:34][cH:35][cH:36]2)[cH:3][cH:4][cH:5][cH:6][cH:7]1. Reactants: CO, COC(=O)C(=Cc1sc(C)nc1C)NC(=O)c1ccc(C(=O)CCc2cccc(O)c2)cc1Cl, CO, [Na+], C1CCOC1, C1CCOC1, [OH-], O. Yields the product Cc1nc(C)c(C=C(NC(=O)c2ccc(C(=O)CCc3cccc(O)c3)cc2Cl)C(=O)O)s1. As a reaction SMILES: [CH3:38][OH:39].[CH3:3][O:4][C:5]([C:6](=[CH:7][c:8]1[c:9]([CH3:14])[n:10][c:11]([CH3:13])[s:12]1)[NH:15][C:16]([c:17]1[c:18]([Cl:34])[cH:19][c:20]([C:23]([CH2:24][CH2:25][c:26]2[cH:27][c:28]([OH:32])[cH:29][cH:30][cH:31]2)=[O:33])[cH:21][cH:22]1)=[O:35])=[O:36].[CH3:50][OH:51].[Na+:2].[O:40]1[CH2:41][CH2:42][CH2:43][CH2:44]1.[O:45]1[CH2:46][CH2:47][CH2:48][CH2:49]1.[OH-:1].[OH2:37]>>[O:4]=[C:5]([C:6](=[CH:7][c:8]1[c:9]([CH3:14])[n:10][c:11]([CH3:13])[s:12]1)[NH:15][C:16]([c:17]1[c:18]([Cl:34])[cH:19][c:20]([C:23]([CH2:24][CH2:25][c:26]2[cH:27][c:28]([OH:32])[cH:29][cH:30][cH:31]2)=[O:33])[cH:21][cH:22]1)=[O:35])[OH:36]. Reactants: CCOC(=O)C(C)C, C1CCOC1, C[Si](C)(C)[N-][Si](C)(C)C, ClCC#CCN1CCOCC1, Cl, [Li+]. Product: CCOC(=O)C(C)(C)CC#CCN1CCOCC1. As a reaction SMILES: [C:1]([CH:2]([CH3:3])[CH3:4])(=[O:5])[O:6][CH2:7][CH3:8].[CH2:31]1[O:32][CH2:33][CH2:34][CH2:35]1.[CH3:9][Si:10]([N-:11][Si:12]([CH3:13])([CH3:14])[CH3:15])([CH3:16])[CH3:17].[Cl:20][CH2:21][C:22]#[C:23][CH2:24][N:25]1[CH2:26][CH2:27][O:28][CH2:29][CH2:30]1.[ClH:19].[Li+:18]>>[C:1]([C:2]([CH3:3])([CH3:4])[CH2:21][C:22]#[C:23][CH2:24][N:25]1[CH2:26][CH2:27][O:28][CH2:29][CH2:30]1)(=[O:5])[O:6][CH2:7][CH3:8].